This data is from the Open Reaction Database (ORD), a public repository of structured organic reaction records. The task is: describe an organic reaction: reactants, conditions, products, and yield Starting materials: C([O-])([O-])=O.[K+].[K+] (Potassium carbonate), [Na+].[I-] (NaI), BrCCCOC=1C=C(C=CC1)Br (3-(3-bromopropoxy)bromobenzene), ClC1=C(CNCC(C2=CC=CC=C2)C2=CC=CC=C2)C=CC=C1C(F)(F)F ((2-chloro-3-trifluoromethylbenzyl)(2,2-diphenylethyl)amine). The solvent is C(C)#N (acetonitrile). Conditions: time 10 minute. Product: ClC1=C(CN(CCCOC=2C=C(C=CC2)Br)CC(C2=CC=CC=C2)C2=CC=CC=C2)C=CC=C1C(F)(F)F (3-{3-[[2-Chloro-3-(trifluoromethyl)benzyl](2,2-diphenylethyl)amino]propoxy}-bromobenzene). Yield: 29.0%. Reaction SMILES: C(=O)([O-])[O-].[K+].[K+].[Na+].[I-].Br[CH2:10][CH2:11][CH2:12][O:13][C:14]1[CH:15]=[C:16]([Br:20])[CH:17]=[CH:18][CH:19]=1.[Cl:21][C:22]1[C:43]([C:44]([F:47])([F:46])[F:45])=[CH:42][CH:41]=[CH:40][C:23]=1[CH2:24][NH:25][CH2:26][CH:27]([C:34]1[CH:39]=[CH:38][CH:37]=[CH:36][CH:35]=1)[C:28]1[CH:33]=[CH:32][CH:31]=[CH:30][CH:29]=1>C(#N)C>[Cl:21][C:22]1[C:43]([C:44]([F:45])([F:46])[F:47])=[CH:42][CH:41]=[CH:40][C:23]=1[CH2:24][N:25]([CH2:26][CH:27]([C:34]1[CH:39]=[CH:38][CH:37]=[CH:36][CH:35]=1)[C:28]1[CH:33]=[CH:32][CH:31]=[CH:30][CH:29]=1)[CH2:10][CH2:11][CH2:12][O:13][C:14]1[CH:15]=[C:16]([Br:20])[CH:17]=[CH:18][CH:19]=1 |f:0.1.2,3.4|. Procedure details: Potassium carbonate (140 mg, 1.0 mmol) and NaI (82 mg, 0.34 mmol) were added to a solution of 3-(3-bromopropoxy)bromobenzene (100 mg, 0.34 mmol), (2-chloro-3-trifluoromethylbenzyl)(2,2-diphenylethyl)amine and acetonitrile (3 mL). The mixture was heated at reflux for 16 h. The mixture was allowed to cool to RT and concentrated in vacuo. The residue was partitioned between methylene chloride and 10% NaHCO3 aq. solution and layers separated. The aqueous layer was extracted with methylene chloride (...